Task: describe an organic reaction: reactants, conditions, products, and yield. Dataset: the Open Reaction Database (ORD), a public repository of structured organic reaction records Starting materials: C(C=C)Br (Allyl bromide), OC(C(=O)NCCC1=CC(=C(C=C1)OCC#C)OC)CC1=CC=C(C=C1)C (2-hydroxy-N-[2-(3-methoxy-4-prop-2-ynyloxy-phenyl)-ethyl]-3-p-tolyl-propionamide), [OH-].[Na+] (sodium hydroxide). Reagents/catalysts: [Br-].C(CCC)[N+](CCCC)(CCCC)CCCC (tetrabutylammonium bromide). Run in ClCCl (dichloromethane). Conditions: time 16 hour. Product: C(C=C)OC(C(=O)NCCC1=CC(=C(C=C1)OCC#C)OC)CC1=CC=C(C=C1)C (2-allyloxy-N-[2-(3-methoxy-4-prop-2-ynyloxy-phenyl)-ethyl]-3-p-tolyl-propionamide). As a reaction SMILES: [CH2:1](Br)[CH:2]=[CH2:3].[OH:5][CH:6]([CH2:24][C:25]1[CH:30]=[CH:29][C:28]([CH3:31])=[CH:27][CH:26]=1)[C:7]([NH:9][CH2:10][CH2:11][C:12]1[CH:17]=[CH:16][C:15]([O:18][CH2:19][C:20]#[CH:21])=[C:14]([O:22][CH3:23])[CH:13]=1)=[O:8].[OH-].[Na+]>[Br-].C([N+](CCCC)(CCCC)CCCC)CCC.ClCCl>[CH2:1]([O:5][CH:6]([CH2:24][C:25]1[CH:30]=[CH:29][C:28]([CH3:31])=[CH:27][CH:26]=1)[C:7]([NH:9][CH2:10][CH2:11][C:12]1[CH:17]=[CH:16][C:15]([O:18][CH2:19][C:20]#[CH:21])=[C:14]([O:22][CH3:23])[CH:13]=1)=[O:8])[CH:2]=[CH2:3] |f:2.3,4.5|. Procedure: Allyl bromide (1.2 g, 10 mmol) is added slowly at room temperature to a mixture of 2-hydroxy-N-[2-(3-methoxy-4-prop-2-ynyloxy-phenyl)-ethyl]-3-p-tolyl-propionamide (3.0 g, 8.2 mmol), 30% sodium hydroxide solution (6.5 ml, 41 mmol) and catalytic amounts of tetrabutylammonium bromide (50 mg) in 30 ml of dichloromethane. The reaction is stirred for 16 hours at +40° C. Subsequently the mixture is evaporated and the residue is diluted with water and dichloromethane. The phases are separated and the a... The reactants are ClC=1C=C(C=C(C1OCCCBr)Cl)OCC=C(Cl)Cl (3,5-dichloro-4-(3-bromopropyloxy)-1-(3,3-dichloro-2-propenyloxy)benzene), CN(C=O)C (N,N-dimethylformamide), crude product, ClC1=CC=C(OCC(=O)O)C=C1 (4-chlorophenoxyacetic acid), C([O-])([O-])=O.[K+].[K+] (potassium carbonate). The solvent is O (water). Conditions: time 12 hour. Yields the product ClC=1C=C(C=C(C1OCCCOC(COC1=CC=C(C=C1)Cl)=O)Cl)OCC=C(Cl)Cl (3,5-dichloro-4-(3-(4-chlorophenoxyacetyloxy)propyloxy)-1-(3,3-dichloro-2-propenyloxy) benzene). The yield is 91.4%. As a reaction SMILES: [Cl:1][C:2]1[CH:3]=[C:4]([O:14][CH2:15][CH:16]=[C:17]([Cl:19])[Cl:18])[CH:5]=[C:6]([Cl:13])[C:7]=1[O:8][CH2:9][CH2:10][CH2:11]Br.[Cl:20][C:21]1[CH:31]=[CH:30][C:24]([O:25][CH2:26][C:27]([OH:29])=[O:28])=[CH:23][CH:22]=1.C(=O)([O-])[O-].[K+].[K+].CN(C)C=O>O>[Cl:1][C:2]1[CH:3]=[C:4]([O:14][CH2:15][CH:16]=[C:17]([Cl:19])[Cl:18])[CH:5]=[C:6]([Cl:13])[C:7]=1[O:8][CH2:9][CH2:10][CH2:11][O:29][C:27](=[O:28])[CH2:26][O:25][C:24]1[CH:30]=[CH:31][C:21]([Cl:20])=[CH:22][CH:23]=1 |f:2.3.4|. Reported procedure: In a reaction vessel were placed 0.20 g of 3,5-dichloro-4-(3-bromopropyloxy)-1-(3,3-dichloro-2-propenyloxy)benzene, 0.11 g of 4-chlorophenoxyacetic acid, 0.08 g of potassium carbonate and 5 ml of N,N-dimethylformamide, followed by stirring at room temperature for 12 hours. The reaction mixture was poured into water, and extracted twice with 30 ml of diethyl ether. The combined ether layer was washed with water, dried with anhydrous magnesium sulfate, and concentrated to obtain a crude product. T... Starting materials: CC(=O)O (AcOH), C(C1=CC=CC=C1)N1CC(NCC1)C(F)(F)F (1-benzyl-3-(trifluoromethyl)piperazine), [H][H] (hydrogen). The reagents and catalysts are [Pd] (Pd/C). Solvent: CO (MeOH). Conditions: time 12 hour. Yields the product FC(C1NCCNC1)(F)F (2-(trifluoromethyl)piperazine). Reaction SMILES: C([N:8]1[CH2:13][CH2:12][NH:11][CH:10]([C:14]([F:17])([F:16])[F:15])[CH2:9]1)C1C=CC=CC=1.CC(O)=O.[H][H]>CO.[Pd]>[F:15][C:14]([F:17])([F:16])[CH:10]1[CH2:9][NH:8][CH2:13][CH2:12][NH:11]1. Procedure: 1-Benzyl-3-(trifluoromethyl)piperazine 34a (4.1 mmol) is dissolved in MeOH (50 mL) followed by addition of AcOH (2.0 mL) and 5% mol of Pd/C. The flask is charged with a hydrogen balloon and stirred for 12 h. The mixture is filtered over celite and the filtrate is concentrated to afford 2-(trifluoromethyl)piperazine 35a, which is used without further purification. MS (m/z) (M+1)+: 155.1. Starting materials: ClC=1C2=C(N=C(N1)C=1C=NC=CC1)NC=C2 (4-chloro-2-(pyridin-3-yl)-7H-pyrrolo[2,3-d]pyrimidine), C(=O)([O-])[O-].[Cs+].[Cs+] (Cs2CO3), IC (iodomethane), ice water. The solvent is CN(C)C=O (DMF). Conditions: time 2.5 hour. The product is ClC=1C2=C(N=C(N1)C=1C=NC=CC1)N(C=C2)C (4-Chloro-7-methyl-2-(pyridin-3-yl)-7H-pyrrolo[2,3-d]pyrimidine). Yield: 56.7%. As a reaction SMILES: [Cl:1][C:2]1[C:3]2[CH:16]=[CH:15][NH:14][C:4]=2[N:5]=[C:6]([C:8]2[CH:9]=[N:10][CH:11]=[CH:12][CH:13]=2)[N:7]=1.[C:17]([O-])([O-])=O.[Cs+].[Cs+].IC>CN(C=O)C>[Cl:1][C:2]1[C:3]2[CH:16]=[CH:15][N:14]([CH3:17])[C:4]=2[N:5]=[C:6]([C:8]2[CH:9]=[N:10][CH:11]=[CH:12][CH:13]=2)[N:7]=1 |f:1.2.3|. Procedure details: To a solution of 4-chloro-2-(pyridin-3-yl)-7H-pyrrolo[2,3-d]pyrimidine (80 mg, 0.34 mmol, 1.0 eq.) in dry DMF (20 mL) was added Cs2CO3 (221 mg, 0.68 mmol, 2.0 eq.) and iodomethane (54.3 mg, 0.38 mmol, 1.1 eq.) at 0° C. The reaction mixture was warmed to room temperature and stirred for 2.5 h. The reaction mixture was poured into ice water and extracted with EtOAc (20 mL×3). The combined organic layers were dried over anhydrous Na2SO4. After filtration and concentration, the residue was purified ... The reactants are [OH-].[Na+] (NaOH), C(C=1C(N)=CC=CC1)#N (Anthranilonitrile), S1CC(CC1)=O (tetrahydrothiophen-3-one), ClCCCl (1,2-dichloroethane). Reagents/catalysts: [Cl-].[Cl-].[Zn+2] (ZnCl2). Run in CC(CC)=O (2-butanone). Run at time 2 hour. Yields the product NC1=C2C(=NC=3C=CC=CC13)CCS2 (9-Amino-2,3-dihydrothieno[3,2-b]quinoline). Isolated yield 31.8%. RXN SMILES: [C:1](#[N:9])[C:2]1[C:3](=[CH:5][CH:6]=[CH:7][CH:8]=1)[NH2:4].[S:10]1[CH2:14][CH2:13][C:12](=O)[CH2:11]1.ClCCCl.[OH-].[Na+]>[Cl-].[Cl-].[Zn+2].CC(=O)CC>[NH2:9][C:1]1[C:2]2[CH:8]=[CH:7][CH:6]=[CH:5][C:3]=2[N:4]=[C:12]2[CH2:13][CH2:14][S:10][C:11]=12 |f:3.4,5.6.7|. Procedure details: Anthranilonitrile (4.80 g) and tetrahydrothiophen-3-one (8.17 g) were stirred until a homogeneous mixture was obtained and then freshly fused ZnCl2 (8.0 g) was added and the reaction mixture heated at 120°. After 2 hours, 30 ml of 1,2-dichloroethane was added and the reaction mixture refluxed for an additional 2 hours. At the end of this time the reaction mixture was distributed between 10% NaOH solution and 2-butanone, after which the organic phase was separated, dried, concentrated and purifie... Reactants: CS(C)=O, Cc1cc(C2=CC(O[Si](C)(C)C(C)(C)C)CC(C)(C)C2CO)ccc1F, O=S(=O)=O, c1ccncc1. Yields the product Cc1cc(C2=CC(O[Si](C)(C)C(C)(C)C)CC(C)(C)C2C=O)ccc1F. Reaction SMILES: [CH3:37][S:38]([CH3:39])=[O:40].[F:1][c:2]1[c:3]([CH3:26])[cH:4][c:5]([C:8]2=[CH:9][CH:10]([O:18][Si:19]([CH3:20])([CH3:21])[C:22]([CH3:23])([CH3:24])[CH3:25])[CH2:11][C:12]([CH3:16])([CH3:17])[CH:13]2[CH2:14][OH:15])[cH:6][cH:7]1.[S:33](=[O:34])(=[O:35])=[O:36].[n:27]1[cH:28][cH:29][cH:30][cH:31][cH:32]1>>[F:1][c:2]1[c:3]([CH3:26])[cH:4][c:5]([C:8]2=[CH:9][CH:10]([O:18][Si:19]([CH3:20])([CH3:21])[C:22]([CH3:23])([CH3:24])[CH3:25])[CH2:11][C:12]([CH3:16])([CH3:17])[CH:13]2[CH:14]=[O:15])[cH:6][cH:7]1.